Task: describe an organic reaction: reactants, conditions, products, and yield. Dataset: the Open Reaction Database (ORD), a public repository of structured organic reaction records Reactants: COCCOC, CO, [Cl-], COC(=O)C(C)c1ccc(B2OC(C)(C)C(C)(C)O2)c(Cl)c1, Cc1nc(C)c(-c2ccc(OS(=O)(=O)C(F)(F)F)c(F)c2)nc1C(N)=O, [K+], [K+], [K+], [Li+], O, O=P([O-])([O-])[O-]. The product is COC(=O)C(C)c1ccc(-c2ccc(-c3nc(C(N)=O)c(C)nc3C)cc2F)c(Cl)c1. As a reaction SMILES: [CH3:59][O:60][CH2:61][CH2:62][O:63][CH3:64].[CH3:66][OH:67].[Cl-:50].[Cl:27][c:28]1[cH:29][c:30]([CH:43]([C:44](=[O:45])[O:46][CH3:47])[CH3:48])[cH:31][cH:32][c:33]1[B:34]1[O:35][C:36]([CH3:37])([CH3:38])[C:39]([CH3:40])([CH3:41])[O:42]1.[F:1][C:2]([F:3])([F:4])[S:5]([O:6][c:7]1[c:8]([F:24])[cH:9][c:10](-[c:13]2[n:14][c:15]([C:21]([NH2:22])=[O:23])[c:16]([CH3:20])[n:17][c:18]2[CH3:19])[cH:11][cH:12]1)(=[O:25])=[O:26].[K+:56].[K+:57].[K+:58].[Li+:49].[OH2:65].[P:51]([O-:52])([O-:53])([O-:54])=[O:55]>>[c:7]1(-[c:33]2[c:28]([Cl:27])[cH:29][c:30]([CH:43]([C:44](=[O:45])[O:46][CH3:47])[CH3:48])[cH:31][cH:32]2)[c:8]([F:24])[cH:9][c:10](-[c:13]2[n:14][c:15]([C:21]([NH2:22])=[O:23])[c:16]([CH3:20])[n:17][c:18]2[CH3:19])[cH:11][cH:12]1. Starting materials: ClC1=C(C(=O)O)C=CC=C1 (2-chlorobenzoic acid), ice water, OS(=O)(=O)O (H2SO4), FC(C(=O)NCO)(F)F (2,2,2-trifluoro-N-(hydroxymethyl)acetamide). Conditions: time 16 hour. Product: ClC1=C(C(=O)O)C=C(C=C1)CNC(C(F)(F)F)=O (2-chloro-5-{[(trifluoroacetyl)amino]methyl}benzoic acid). Yield: 81.4%. As a reaction SMILES: [Cl:1][C:2]1[CH:10]=[CH:9][CH:8]=[CH:7][C:3]=1[C:4]([OH:6])=[O:5].OS(O)(=O)=O.[F:16][C:17]([F:24])([F:23])[C:18]([NH:20][CH2:21]O)=[O:19]>>[Cl:1][C:2]1[CH:10]=[CH:9][C:8]([CH2:21][NH:20][C:18](=[O:19])[C:17]([F:24])([F:23])[F:16])=[CH:7][C:3]=1[C:4]([OH:6])=[O:5]. Procedure: To a solution of 2-chlorobenzoic acid (500 mg, 3.49 mmol) in cone. H2SO4 was added 2,2,2-trifluoro-N-(hydroxymethyl)acetamide (547 mg, 3.49 mmol). The mixture was stirred at rt for 16 h. The reaction mixture was poured into ice-water and the precipitate obtained, was collected by filtration, dried and the re-crystallized from toluene/butan-2-one (7:1) to afford 800 mg of the title product. 1H NMR (300 MHz, DMSO d6): δ 13.47 (br s, 1H), 10.06 (br s, 1H), 7.71 (s, 1H), 7.54 (d, J=8.4 Hz, 1H), 7.43... The reactants are FC(OC1=CC=C(C2=C1OC1=C2C=C(C=C1)NS(=O)(=O)C)C=1OC=C(N1)C(=O)OCC)F (ethyl 2-(4-(difluoromethoxy)-8-(methylsulfonamido)dibenzo[b,d]furan-1-yl)1,3-oxazole-4-carboxylate), [OH-].[K+] (potassium hydroxide). The solvent is C(C)O (ethanol), O1CCCC1 (tetrahydrofuran), O (water). Run at time 16 hour. The product is FC(OC1=CC=C(C2=C1OC1=C2C=C(C=C1)NS(=O)(=O)C)C=1OC=C(N1)C(=O)O)F (2-(4-(difluoromethoxy)-8-(methylsulfonamido) dibenzo[b,d]furan-1-yl)-1,3-oxazole-4-carboxylic acid). Isolated yield 98.4%. As a reaction SMILES: [F:1][CH:2]([F:32])[O:3][C:4]1[C:9]2[O:10][C:11]3[CH:16]=[CH:15][C:14]([NH:17][S:18]([CH3:21])(=[O:20])=[O:19])=[CH:13][C:12]=3[C:8]=2[C:7]([C:22]2[O:23][CH:24]=[C:25]([C:27]([O:29]CC)=[O:28])[N:26]=2)=[CH:6][CH:5]=1.[OH-].[K+]>C(O)C.O1CCCC1.O>[F:32][CH:2]([F:1])[O:3][C:4]1[C:9]2[O:10][C:11]3[CH:16]=[CH:15][C:14]([NH:17][S:18]([CH3:21])(=[O:20])=[O:19])=[CH:13][C:12]=3[C:8]=2[C:7]([C:22]2[O:23][CH:24]=[C:25]([C:27]([OH:29])=[O:28])[N:26]=2)=[CH:6][CH:5]=1 |f:1.2|. Reported procedure: To a slurry of ethyl 2-(4-(difluoromethoxy)-8-(methylsulfonamido)dibenzo[b,d]furan-1-yl)1,3-oxazole-4-carboxylate (0.2 g, 0.429 mmol) in ethanol (5 mL) and tetrahydrofuran (3 mL) was added potassium hydroxide (0.256 g, 4.562 mmol) in water (0.5 mL). Then it was stirred at room temperature for 16 hours. The solvent was removed in vacuum. The residue was diluted with water and acidified with 1N HCl until the solid separates out. The solid was filtered and washed with hexane. Yield—98.4%. 1H-NMR (D... Reactants: C(C1=CC=CC=C1)OC=1C=C(C=C(C1)F)C=1C=C(N2N=CN=C(C21)N)C2CCNCC2 (5-[3-(benzyloxy)-5-fluorophenyl]-7-piperidin-4-ylpyrrolo[2,1-f][1,2,4]triazin-4-amine), CN(CC(=O)O)C (N,N-dimethylglycine), C(C)(C)N(C(C)C)CC (N,N-diisopropylethylamine), Cl.CN(CCCN=C=NCC)C (1-(3-dimethylaminopropyl)-3-ethylcarbodiimide hydrochloride), ON1N=NC2=C1C=CC=C2 (1-hydroxybenzotriazole). Run in C(Cl)Cl (DCM). Run at time 8 hour. The product is C(C1=CC=CC=C1)OC=1C=C(C=C(C1)F)C=1C=C(N2N=CN=C(C21)N)C2CCN(CC2)C(CN(C)C)=O (5-[3-(benzyloxy)-5-fluorophenyl]-7-{1-[(dimethylamino)-acetyl]piperidin-4-yl}pyrrolo[2,1-f][1,2,4]triazin-4-amine). Isolated yield 16.6%. As a reaction SMILES: [CH3:1][N:2]([CH3:7])[CH2:3][C:4](O)=[O:5].C(N(CC)C(C)C)(C)C.Cl.CN(C)CCCN=C=NCC.ON1C2C=CC=CC=2N=N1.[CH2:39]([O:46][C:47]1[CH:48]=[C:49]([C:54]2[CH:55]=[C:56]([CH:64]3[CH2:69][CH2:68][NH:67][CH2:66][CH2:65]3)[N:57]3[C:62]=2[C:61]([NH2:63])=[N:60][CH:59]=[N:58]3)[CH:50]=[C:51]([F:53])[CH:52]=1)[C:40]1[CH:45]=[CH:44][CH:43]=[CH:42][CH:41]=1>C(Cl)Cl>[CH2:39]([O:46][C:47]1[CH:48]=[C:49]([C:54]2[CH:55]=[C:56]([CH:64]3[CH2:69][CH2:68][N:67]([C:4](=[O:5])[CH2:3][N:2]([CH3:7])[CH3:1])[CH2:66][CH2:65]3)[N:57]3[C:62]=2[C:61]([NH2:63])=[N:60][CH:59]=[N:58]3)[CH:50]=[C:51]([F:53])[CH:52]=1)[C:40]1[CH:41]=[CH:42][CH:43]=[CH:44][CH:45]=1 |f:2.3|. Procedure details: The solution of N,N-dimethylglycine (100 mg, 0.24 mmol) in DCM (1 mL) was treated with N,N-diisopropylethylamine (83 uL, 0.48 mmol), 1-(3-dimethylaminopropyl)-3-ethylcarbodiimide hydrochloride (55 mg, 0.29 mmol) and 1-hydroxybenzotriazole (38.8 mg, 0.29 mmol) followed by 5-[3-(benzyloxy)-5-fluorophenyl]-7-piperidin-4-ylpyrrolo[2,1-f][1,2,4]triazin-4-amine (100 mg, 0.24 mmol). The mixture was stirred at rt overnight then purified by HPLC. 20 mg (17%) of the desired product was isolated. 1H NMR (4... Starting materials: ClC=1C=C(C=NC1Cl)CN(C(C)=O)C (N-(5,6-Dichloro-pyridin-3-ylmethyl)-N-methyl-acetamide), C[C@H]1NCCNC1 ((R)-(−)-2-methyl-piperazine). Yields the product ClC=1C=C(C=NC1N1C[C@H](NCC1)C)CN(C(C)=O)C (N-[5-Chloro-6-[(3R)-3-methyl-piperazin-1-yl]-pyridin-3-ylmethyl]-N-methyl-acetamide). RXN SMILES: [Cl:1][C:2]1[CH:3]=[C:4]([CH2:9][N:10]([CH3:14])[C:11](=[O:13])[CH3:12])[CH:5]=[N:6][C:7]=1Cl.[CH3:15][C@@H:16]1[CH2:21][NH:20][CH2:19][CH2:18][NH:17]1>>[Cl:1][C:2]1[CH:3]=[C:4]([CH2:9][N:10]([CH3:14])[C:11](=[O:13])[CH3:12])[CH:5]=[N:6][C:7]=1[N:20]1[CH2:19][CH2:18][NH:17][C@H:16]([CH3:15])[CH2:21]1. Reported procedure: A mixture of N-(5,6-dichloro-pyridin-3-ylmethyl)-N-methyl-acetamide from step (a) above (233 mg, 1.0 mmol) and (R)-(−)-2-methyl-piperazine (110 mg, 1.1 mmol, Aldrich) reacted under the conditions of Example 3a to give the title compound. MS (ESI, pos. ion) m/z: 297 (M+1). Starting materials: CC1=CC=C(S1)C(=O)O (5-methylthiophene-2-carboxylic acid), C([O-])([O-])=O.[K+].[K+] (potassium carbonate), CI (methyl iodide), C(C)OCC (diethyl ether). The solvent is CN(C=O)C (N,N-dimethylformamide). Reaction conditions: time 4 hour. Product: CC1=CC=C(S1)C(=O)OC (methyl 5-methylthiophene-2-carboxylate). Isolated yield 92.6%. As a reaction SMILES: [CH3:1][C:2]1[S:6][C:5]([C:7]([OH:9])=[O:8])=[CH:4][CH:3]=1.[C:10](=O)([O-])[O-].[K+].[K+].CI.C(OCC)C>CN(C)C=O>[CH3:1][C:2]1[S:6][C:5]([C:7]([O:9][CH3:10])=[O:8])=[CH:4][CH:3]=1 |f:1.2.3|. Procedure details: To a solution of 5-methylthiophene-2-carboxylic acid (40.3 g, 282 mmol) in N,N-dimethylformamide (500 ml) were added potassium carbonate (43 g, 310 mmol) and methyl iodide (19.3 ml, 310 mmol). After stirring at room temperature for 4 hr, diethyl ether (1.0 L) was added, and the organic layer was washed successively with water (500 ml×3) and saturated brine (200 ml) and dried over magnesium sulfate. After filtration and concentration, methyl 5-methylthiophene-2-carboxylate (40.8 g, yield 93%) was...